Dataset: the Open Reaction Database (ORD), a public repository of structured organic reaction records. Task: describe an organic reaction: reactants, conditions, products, and yield Reactants: CO, [H][H], O=c1c2c[nH]c3ccc([N+](=O)[O-])cc3c-2nn1-c1ccccc1. Yields the product Nc1ccc2[nH]cc3c(=O)n(-c4ccccc4)nc-3c2c1. As a reaction SMILES: [CH3:26][OH:27].[H:24][H:25].[N+:1]([O-:2])(=[O:3])[c:4]1[cH:5][c:6]2[c:7]3[n:16][n:15](-[c:17]4[cH:18][cH:19][cH:20][cH:21][cH:22]4)[c:14](=[O:23])[c:8]-3[cH:9][nH:10][c:11]2[cH:12][cH:13]1>>[NH2:1][c:4]1[cH:5][c:6]2[c:7]3[n:16][n:15](-[c:17]4[cH:18][cH:19][cH:20][cH:21][cH:22]4)[c:14](=[O:23])[c:8]-3[cH:9][nH:10][c:11]2[cH:12][cH:13]1. The reactants are C1(CCC1)N1CCN(CC1)C(=O)C=1C=C2C=C(NC2=CC1)C(=O)N1CCC(CC1)(F)F ([5-(4-Cyclobutyl-piperazine-1-carbonyl)-1H-indol-2-yl]-(4,4-difluoro-piperidin-1-yl)-methanone), C(#N)C1=CC=C(C=C1)B(O)O (4-cyanophenylboronic acid), N1=CC=CC=C1 (pyridine). The reagents and catalysts are C(C)(=O)[O-].[Cu+2].C(C)(=O)[O-] (copper(II) acetate). Solvent: ClCCl (dichloromethane). Product: C1(CCC1)N1CCN(CC1)C(=O)C=1C=C2C=C(N(C2=CC1)C1=CC=C(C#N)C=C1)C(=O)N1CCC(CC1)(F)F (4-[5-(4-Cyclobutyl-piperazine-1-carbonyl)-2-(4,4-difluoro-piperidine-1-carbonyl)-indol-1-yl]-benzonitrile). Yield: 30.0%. RXN SMILES: [CH:1]1([N:5]2[CH2:10][CH2:9][N:8]([C:11]([C:13]3[CH:14]=[C:15]4[C:19](=[CH:20][CH:21]=3)[NH:18][C:17]([C:22]([N:24]3[CH2:29][CH2:28][C:27]([F:31])([F:30])[CH2:26][CH2:25]3)=[O:23])=[CH:16]4)=[O:12])[CH2:7][CH2:6]2)[CH2:4][CH2:3][CH2:2]1.[C:32]([C:34]1[CH:39]=[CH:38][C:37](B(O)O)=[CH:36][CH:35]=1)#[N:33].N1C=CC=CC=1>ClCCl.C([O-])(=O)C.[Cu+2].C([O-])(=O)C>[CH:1]1([N:5]2[CH2:6][CH2:7][N:8]([C:11]([C:13]3[CH:14]=[C:15]4[C:19](=[CH:20][CH:21]=3)[N:18]([C:37]3[CH:38]=[CH:39][C:34]([C:32]#[N:33])=[CH:35][CH:36]=3)[C:17]([C:22]([N:24]3[CH2:25][CH2:26][C:27]([F:30])([F:31])[CH2:28][CH2:29]3)=[O:23])=[CH:16]4)=[O:12])[CH2:9][CH2:10]2)[CH2:2][CH2:3][CH2:4]1 |f:4.5.6|. Procedure details: The title compound was synthesized in analogy to example 66, from [5-(4-cyclobutyl-piperazine-1-carbonyl)-1H-indol-2-yl]-(4,4-difluoro-piperidin-1-yl)-methanone (example 41), 4-cyanophenylboronic acid, copper(II) acetate and pyridine in dichloromethane, to give the desired product as a off-white foam (30%). The reactants are C(C1=CC=CC=C1)(=O)NO (benzhydroxamic acid), ClCC(=O)O (chloroacetic acid), aqueous solution, [OH-].[Na+] (sodium hydroxide). Run in CO (methyl alcohol). The product is C(C1=CC=CC=C1)NCC(=O)O (benzamidooxyacetic acid). As a reaction SMILES: [C:1]([NH:9]O)(=O)[C:2]1[CH:7]=[CH:6][CH:5]=[CH:4][CH:3]=1.Cl[CH2:12][C:13]([OH:15])=[O:14].[OH-].[Na+]>CO>[CH2:1]([NH:9][CH2:12][C:13]([OH:15])=[O:14])[C:2]1[CH:7]=[CH:6][CH:5]=[CH:4][CH:3]=1 |f:2.3|. Procedure details: 13.7 Grams (0.1 mole) of benzhydroxamic acid and 8.8 g (0.1 mole) of chloroacetic acid were dissolved in 60 ml of methyl alcohol. To the resulting solution, 20 g (0.2 moles) of 40% aqueous solution of sodium hydroxide was slowly added dropwise. After completion of the addition, the reaction solution was heated under reflux for 8 hours and subsequently cooled. After distilling of methyl alcohol under vacuum, concentrated hydrochloric acid was added to the remaining aqueous solution so as to adjus... Starting materials: N1C=CC2=CC=C(C=C12)C(=O)N1CCOCC1 ((1H-indol-6-yl)(morpholino)methanone), FC1=C(C=CC=C1)\C=C\[N+](=O)[O-] ((E)-1-fluoro-2-(2-nitrovinyl)benzene). Solvent: C1(=CC=CC=C1)C (toluene). Reaction conditions: temperature 150 celsius, time 4 day. Product: FC1=C(C=CC=C1)C(C[N+](=O)[O-])C1=CNC2=CC(=CC=C12)C(=O)N1CCOCC1 ((3-(1-(2-Fluorophenyl)-2-nitroethyl)-1H-indol-6-yl)(morpholino)methanone). Isolated yield 18.5%. Reaction SMILES: [NH:1]1[C:9]2[C:4](=[CH:5][CH:6]=[C:7]([C:10]([N:12]3[CH2:17][CH2:16][O:15][CH2:14][CH2:13]3)=[O:11])[CH:8]=2)[CH:3]=[CH:2]1.[F:18][C:19]1[CH:24]=[CH:23][CH:22]=[CH:21][C:20]=1/[CH:25]=[CH:26]/[N+:27]([O-:29])=[O:28]>C1(C)C=CC=CC=1>[F:18][C:19]1[CH:24]=[CH:23][CH:22]=[CH:21][C:20]=1[CH:25]([C:3]1[C:4]2[C:9](=[CH:8][C:7]([C:10]([N:12]3[CH2:17][CH2:16][O:15][CH2:14][CH2:13]3)=[O:11])=[CH:6][CH:5]=2)[NH:1][CH:2]=1)[CH2:26][N+:27]([O-:29])=[O:28]. Procedure: A sealed tube containing (1H-indol-6-yl)(morpholino)methanone (0.6323 g, 2.75 mmol) and (E)-1-fluoro-2-(2-nitrovinyl)benzene (0.551 g, 3.30 mmol) in toluene (14 mL) was stirred at 150° C. for 4 days. The reaction was cooled and concentrated in vacuo to give a residue which was purified by flash chromatography using an ISCO 80 g column eluting with 0-100% EtOAc/hexanes. Appropriate fractions (100% elution) were collected and concentrated in vacuo to give the desired product (0.222 g, 0.508 mmol, ...